Dataset: the Open Reaction Database (ORD), a public repository of structured organic reaction records. Task: describe an organic reaction: reactants, conditions, products, and yield Starting materials: C(CC)C1CCC(CC1)=O (4-n-propylcyclohexanone), O1CCCC1 (tetrahydrofuran), BrC1=CC=C(C=C1)C=1OCC(N1)(C)C (2-(4-bromophenyl)-4,4-dimethyl-2-oxazoline), [Mg] (magnesium), O1CCCC1 (tetrahydrofuran), O1CCCC1 (tetrahydrofuran), [Cl-].[NH4+] (ammonium chloride). The product is C(CC)C1CC=C(CC1)C1=CC=C(C(=O)O)C=C1 (4-(4-n-propylcyclohexen-1-yl)-benzoic acid). Reaction SMILES: Br[C:2]1[CH:7]=[CH:6][C:5]([C:8]2[O:9]CC(C)(C)N=2)=[CH:4][CH:3]=1.[Mg].[CH2:16]([CH:19]1[CH2:24][CH2:23][C:22](=O)[CH2:21][CH2:20]1)[CH2:17][CH3:18].[Cl-].[NH4+].[O:28]1CCCC1>>[CH2:16]([CH:19]1[CH2:24][CH2:23][C:22]([C:2]2[CH:3]=[CH:4][C:5]([C:8]([OH:9])=[O:28])=[CH:6][CH:7]=2)=[CH:21][CH2:20]1)[CH2:17][CH3:18] |f:3.4|. Procedure: A solution of 50 g of 2-(4-bromophenyl)-4,4-dimethyl-2-oxazoline in 600 ml of tetrahydrofuran is added dropwise to a boiling suspension of 6 g of magnesium in 100 ml of tetrahydrofuran and the reaction mixture is subsequently heated to the boil for another 2 hours. A solution of 2.8 g of 4-n-propylcyclohexanone in 50 ml of tetrahydrofuran is then added dropwise and the reaction mixture is heated to the boil for 4 hours with stirring. After cooling, 500 ml of 10% strength aqueous ammonium chlorid... Starting materials: CC(C)(C)OC(=O)N1CCC(CCOC2CCCCC2)CC1, CO. The product is C1CCC(OCCC2CCNCC2)CC1. RXN SMILES: [C:1]([O:2][C:3](=[O:4])[N:8]1[CH2:9][CH2:10][CH:11]([CH2:14][CH2:15][O:16][CH:17]2[CH2:18][CH2:19][CH2:20][CH2:21][CH2:22]2)[CH2:12][CH2:13]1)([CH3:5])([CH3:6])[CH3:7].[CH3:23][OH:24]>>[NH:8]1[CH2:9][CH2:10][CH:11]([CH2:14][CH2:15][O:16][CH:17]2[CH2:18][CH2:19][CH2:20][CH2:21][CH2:22]2)[CH2:12][CH2:13]1.